This data is from the Open Reaction Database (ORD), a public repository of structured organic reaction records. The task is: describe an organic reaction: reactants, conditions, products, and yield Reactants: ClC1=C(C=O)C=C(C(=C1)F)F (2-chloro-4,5-difluoro-benzaldehyde), COCCOCCO (2-(2-methoxyethoxy)-ethanol), C([O-])([O-])=O.[Cs+].[Cs+] (cesium carbonate), O (water). The solvent is CN(C=O)C (N,N-dimethylformamide). Reaction conditions: temperature 90 celsius, time 8 hour. Product: ClC1=C(C=O)C=C(C(=C1)O)F (2-chloro-5-fluoro-4-hydroxy-benzaldehyde). RXN SMILES: [Cl:1][C:2]1[CH:9]=[C:8](F)[C:7]([F:11])=[CH:6][C:3]=1[CH:4]=[O:5].C[O:13]CCOCCO.C(=O)([O-])[O-].[Cs+].[Cs+].O>CN(C)C=O>[Cl:1][C:2]1[CH:9]=[C:8]([OH:13])[C:7]([F:11])=[CH:6][C:3]=1[CH:4]=[O:5] |f:2.3.4|. Reported procedure: To 2-chloro-4,5-difluoro-benzaldehyde (110, 0.40 g, 2.30 mmol, prepared as described in Example 37) in N,N-dimethylformamide (10.0 mL) were added 2-(2-methoxyethoxy)-ethanol, (0.327 g, 2.72 mmol) and cesium carbonate (0.886 g, 2.72 mmol). The reaction was stirred at 90° C. overnight. The reaction was poured into water, acidified to pH around 5, and extracted with ethyl acetate. The organic layer was dried over anhydrous sodium sulfate and filtered. The filtrate was concentrated and purified by s... The reactants are [BH4-].[Na+] (sodium borohydride), FC=1C=C(C=CC1F)C(CC)NC(C1=CC(=CC=C1)[N+](=O)[O-])C1=CC=C(C=C1)OC (N-[1-(3,4-difluorophenyl)propyl]-N-[(4-methoxyphenyl)-(3-nitrophenyl)methyl]amine). The reagents and catalysts are O.O.O.O.O.O.[Ni](Cl)Cl (nickel chloride hexahydrate). The product is FC=1C=C(C=CC1F)C(CC)NC(C=1C=C(C=CC1)N)C1=CC=C(C=C1)OC (3-{[1-(3,4-Difluorophenyl)propylamino]-(4-methoxyphenyl)methyl}phenylamine). As a reaction SMILES: [F:1][C:2]1[CH:3]=[C:4]([CH:9]([NH:12][CH:13]([C:23]2[CH:28]=[CH:27][C:26]([O:29][CH3:30])=[CH:25][CH:24]=2)[C:14]2[CH:19]=[CH:18][CH:17]=[C:16]([N+:20]([O-])=O)[CH:15]=2)[CH2:10][CH3:11])[CH:5]=[CH:6][C:7]=1[F:8].[BH4-].[Na+]>O.O.O.O.O.O.[Ni](Cl)Cl>[F:1][C:2]1[CH:3]=[C:4]([CH:9]([NH:12][CH:13]([C:23]2[CH:24]=[CH:25][C:26]([O:29][CH3:30])=[CH:27][CH:28]=2)[C:14]2[CH:15]=[C:16]([NH2:20])[CH:17]=[CH:18][CH:19]=2)[CH2:10][CH3:11])[CH:5]=[CH:6][C:7]=1[F:8] |f:1.2,3.4.5.6.7.8.9|. Procedure details: Following a similar procedure to that described in Example (1b), 3.17 go N-[1-(3,4-difluorophenyl)propyl]-N-[(4-methoxyphenyl)-(3-nitrophenyl)methyl]amine [prepared as described in step (a) above], 3.66 g, of nickel chloride hexahydrate and 1.17 g of sodium borohydride were reacted, to obtain 2.76 of the title compound as a pale yellow oil. Reactants: SC=1SC2=C(N1)C=CC=C2 (2-mercaptobenzothiazole), BrC(C(=O)O)C1=CC=CC=C1 (α-bromo-α-phenylacetic acid). Run in CC(=O)C (acetone). The product is Br.S1C(=NC2=C1C=CC=C2)SC(C(=O)O)C2=CC=CC=C2 (α-(2-Benzothiazolylthio)benzene acetic acid, hydrobromide). RXN SMILES: [SH:1][C:2]1[S:3][C:4]2[CH:10]=[CH:9][CH:8]=[CH:7][C:5]=2[N:6]=1.[Br:11][CH:12]([C:16]1[CH:21]=[CH:20][CH:19]=[CH:18][CH:17]=1)[C:13]([OH:15])=[O:14]>CC(C)=O>[BrH:11].[S:3]1[C:4]2[CH:10]=[CH:9][CH:8]=[CH:7][C:5]=2[N:6]=[C:2]1[S:1][CH:12]([C:16]1[CH:21]=[CH:20][CH:19]=[CH:18][CH:17]=1)[C:13]([OH:15])=[O:14] |f:3.4|. Reported procedure: A solution of 16.7 g (0.10 m) 2-mercaptobenzothiazole and 21.5 g (0.10 m) α-bromo-α-phenylacetic acid in acetone is heated to reflux for 5 hours and the solvent is then removed. The residual oil is triturated in acetone and 31 g of solid collected. The compound melts at 192°-4° C. The reactants are Pd2(PPh3)Cl2, C(C)(C)(C)OC(N)=O (carbamic acid tert-butyl ester), ClC(C(=O)N[C@@H]([C@@H](C1=CC=C(C=C1)[Sn](C)(C)C)O)CF)Cl (2,2-Dichloro-N-[(1S,2R)-1-fluoromethyl-2-hydroxy-2-(4-trimethylstannanyl-phenyl)-ethyl]acetamide), [F-].[Cs+] (CsF), C1(=CC=CC=C1)C (toluene). The reagents and catalysts are [Cu]I (CuI). Run in O (water). Conditions: temperature 100 celsius. The product is C(C)(C)(C)OC(NCC=1OC(=CN1)C1=CC=C(C=C1)[C@H]([C@@H](CF)NC(C(Cl)Cl)=O)O)=O ((5-{4-[(1R,2S)-2-(2,2-Dichloro-acetylamino)-3-fluoro-1-hydroxy-propyl]-phenyl}-oxazol-2-ylmethyl)-carbamic acid tert-butyl ester). Reaction SMILES: [C:1]([O:5][C:6](=[O:8])[NH2:7])([CH3:4])([CH3:3])[CH3:2].[Cl:9][CH:10]([Cl:29])[C:11]([NH:13][C@H:14]([CH2:27][F:28])[C@H:15]([OH:26])[C:16]1[CH:21]=[CH:20][C:19]([Sn](C)(C)C)=[CH:18][CH:17]=1)=[O:12].[F-].[Cs+].[C:32]1([CH3:38])C=CC=CC=1>O.[Cu]I>[C:1]([O:5][C:6](=[O:8])[NH:7][CH2:10][C:11]1[O:12][C:32]([C:19]2[CH:20]=[CH:21][C:16]([C@@H:15]([OH:26])[C@H:14]([NH:13][C:11](=[O:12])[CH:10]([Cl:29])[Cl:9])[CH2:27][F:28])=[CH:17][CH:18]=2)=[CH:38][N:13]=1)([CH3:4])([CH3:3])[CH3:2] |f:2.3|. Procedure details: To a stirred solution of 5-Bromo-oxazol-2-ylmethyl)-carbamic acid tert-butyl ester (0.035 g, 0.13 mmol) and 2,2-Dichloro-N-[(1S,2R)-1-fluoromethyl-2-hydroxy-2-(4-trimethylstannanyl-phenyl)-ethyl]acetamide (0.05 g, 0.11 mmol) in dry toluene (2.0 mL) is added CsF (0.034 g, 0.22 mmol) followed by CuI (0.002 g, 0.011 mmol) at room temperature. The resulting reaction mixture is degassed with nitrogen for 30 minutes then Pd2(PPh3)Cl2 (0.008 g, 0.011 mmol) is added and heated in microwave at 100° C. fo... Starting materials: ClC=1C=C(C=CC1)CC(=O)C1=CC=CC=C1 (2-(3-chlorophenyl)-1-phenylethanone), O([K])C(C)(C)C (KO-t-Bu), IC (iodomethane), O.NN (hydrazine hydrate), C(=S)=S (CS2). Run in C1CCOC1 (THF), C1CCOC1 (THF). Reaction conditions: time 15 minute. The product is ClC=1C=C(C=CC1)C=1C(=NNC1SC)C1=CC=CC=C1 (4-(3-Chlorophenyl)-5-(methylthio)-3-phenyl-1H-pyrazole). RXN SMILES: [Cl:1][C:2]1[CH:3]=[C:4]([CH2:8][C:9]([C:11]2[CH:16]=[CH:15][CH:14]=[CH:13][CH:12]=2)=O)[CH:5]=[CH:6][CH:7]=1.O([C:19](C)(C)C)[K].[C:23](=[S:25])=S.IC.O.[NH2:29][NH2:30]>C1COCC1>[Cl:1][C:2]1[CH:3]=[C:4]([C:8]2[C:9]([C:11]3[CH:16]=[CH:15][CH:14]=[CH:13][CH:12]=3)=[N:29][NH:30][C:19]=2[S:25][CH3:23])[CH:5]=[CH:6][CH:7]=1 |f:4.5|. Procedure: To a solution of 2-(3-chlorophenyl)-1-phenylethanone (5 g, 21.67 mmol) in anhydrous THF (10 mL) was added a solution of 1.0 M KO-t-Bu in THF. The reaction was stirred for 15 min at room temperature, then CS2 (1382 g, 23.41 mmol) was added. After 10 min, iodomethane (6.77 g, 47.7 mmol) was added and the reaction was stirred for 4 h. The reaction was washed with saturated NaHCO3 solution and dried over MgSO4. The filtrate was concentrated under reduced pressure and the residue was triturated with ... Reactants: ClCCl, CC(Cl)Cl, COc1cc(-c2csc3c(C=CCN)cnc(N)c23)ccc1NC(=O)c1cc2ccccc2n1C, [Na+], CCOC(=O)N1CCC(=O)CC1, [OH-]. Product: CCOC(=O)N1CCC(NCC=Cc2cnc(N)c3c(-c4ccc(NC(=O)c5cc6ccccc6n5C)c(OC)c4)csc23)CC1. Reaction SMILES: [Cl:50][CH2:51][Cl:52].[Cl:53][CH:54]([Cl:55])[CH3:56].[NH2:1][c:2]1[n:3][cH:4][c:5]([CH:32]=[CH:33][CH2:34][NH2:35])[c:6]2[c:7]1[c:8](-[c:11]1[cH:12][c:13]([O:30][CH3:31])[c:14]([NH:17][C:18](=[O:19])[c:20]3[n:21]([CH3:29])[c:22]4[cH:23][cH:24][cH:25][cH:26][c:27]4[cH:28]3)[cH:15][cH:16]1)[cH:9][s:10]2.[Na+:49].[O:36]=[C:37]1[CH2:38][CH2:39][N:40]([C:43](=[O:44])[O:45][CH2:46][CH3:47])[CH2:41][CH2:42]1.[OH-:48]>>[NH2:1][c:2]1[n:3][cH:4][c:5]([CH:32]=[CH:33][CH2:34][NH:35][CH:37]2[CH2:38][CH2:39][N:40]([C:43](=[O:44])[O:45][CH2:46][CH3:47])[CH2:41][CH2:42]2)[c:6]2[c:7]1[c:8](-[c:11]1[cH:12][c:13]([O:30][CH3:31])[c:14]([NH:17][C:18](=[O:19])[c:20]3[n:21]([CH3:29])[c:22]4[cH:23][cH:24][cH:25][cH:26][c:27]4[cH:28]3)[cH:15][cH:16]1)[cH:9][s:10]2. Starting materials: OC=1C(N(C(=NC1)C1=CC=C(C=C1)OC1=CC=CC=C1)C)=O (5-hydroxy-3-methyl-2-(4-phenoxyphenyl)pyrimidin-4(3H)-one), ClN1C(CCC1=O)=O (N-chlorosuccinimide). The solvent is C(Cl)Cl (CH2Cl2). Reaction conditions: temperature 50 celsius. Yields the product ClC1=C(C(N(C(=N1)C1=CC=C(C=C1)OC1=CC=CC=C1)C)=O)O (6-chloro-5-hydroxy-3-methyl-2-(4-phenoxyphenyl)pyrimidin-4(3H)-one). Yield: 17.9%. As a reaction SMILES: [OH:1][C:2]1[C:3](=[O:22])[N:4]([CH3:21])[C:5]([C:8]2[CH:13]=[CH:12][C:11]([O:14][C:15]3[CH:20]=[CH:19][CH:18]=[CH:17][CH:16]=3)=[CH:10][CH:9]=2)=[N:6][CH:7]=1.[Cl:23]N1C(=O)CCC1=O>C(Cl)Cl>[Cl:23][C:7]1[N:6]=[C:5]([C:8]2[CH:9]=[CH:10][C:11]([O:14][C:15]3[CH:20]=[CH:19][CH:18]=[CH:17][CH:16]=3)=[CH:12][CH:13]=2)[N:4]([CH3:21])[C:3](=[O:22])[C:2]=1[OH:1]. Reported procedure: To a solution of 50 mg (0.170 mmol) 5-hydroxy-3-methyl-2-(4-phenoxyphenyl)pyrimidin-4(3H)-one in 850 μl CH2Cl2 was added 23.8 mg (0.178 mmol) N-chlorosuccinimide. The reaction mixture was heated to 50° C. for 12 h, then cooled to rt, and concentrated in vacuo. Purification by HPLC gave 10.0 mg (18% yield) of 6-chloro-5-hydroxy-3-methyl-2-(4-phenoxyphenyl)pyrimidin-4(3H)-one. 1H NMR δ (ppm) (CDCl3): 7.48-7.46 (2H, m), 7.41-7.38 (2H, m), 7.19 (1H, d, J=7.56 Hz), 7.09-7.05 (4H, m), 6.43 (1H, bs), 3...